This data is from the Open Reaction Database (ORD), a public repository of structured organic reaction records. The task is: describe an organic reaction: reactants, conditions, products, and yield Starting materials: CCN1C[C@@]2([C@@H](C[C@@H]([C@@]34[C@@H]2[C@H]([C@@H](C31)[C@@]5([C@@H]6[C@H]4C[C@@]([C@@H]6O)([C@H]([C@@H]5O)OC)O)O)OC)OC)O)COC (Aconine), C([O-])(O)=O.[Na+] (sodium bicarbonate), C(C1=CC=C(C=C1)OC)(=O)Cl (p-anisoyl chloride), O (water). Run in N1=CC=CC=C1 (pyridine), C(Cl)Cl (methylene chloride). Run at time 2 hour. Yields the product CCN1C[C@@]2([C@@H](C[C@@H]([C@@]34C2[C@H](C(C31)[C@]5([C@H]([C@@H]([C@]6(CC4C5[C@H]6OC(=O)C7=CC=C(C=C7)OC)O)OC)O)O)OC)OC)O)COC (14-anisoylaconine). RXN SMILES: [CH3:1][CH2:2][N:3]1[CH:13]2[C@:9]34[C@@H:16]5[CH2:17][C@:18]6([OH:26])[C@@H:21]([O:24][CH3:25])[C@H:22]([OH:23])[C@@:14]([OH:27])([C@H:15]5[C@H:19]6[OH:20])[C@H:12]2[C@H:11]([O:28][CH3:29])[C@@H:10]3[C@@:5]([CH2:33][O:34][CH3:35])([C@H:6]([OH:32])[CH2:7][C@@H:8]4[O:30][CH3:31])[CH2:4]1.[C:36](Cl)(=[O:45])[C:37]1[CH:42]=[CH:41][C:40]([O:43][CH3:44])=[CH:39][CH:38]=1.O.C(=O)(O)[O-].[Na+]>N1C=CC=CC=1.C(Cl)Cl>[CH3:1][CH2:2][N:3]1[CH:13]2[C@:9]34[CH:16]5[CH:15]6[C@@H:19]([O:20][C:36]([C:37]7[CH:42]=[CH:41][C:40]([O:43][CH3:44])=[CH:39][CH:38]=7)=[O:45])[C@:18]([OH:26])([CH2:17]5)[C@@H:21]([O:24][CH3:25])[C@H:22]([OH:23])[C@:14]6([OH:27])[CH:12]2[C@H:11]([O:28][CH3:29])[CH:10]3[C@@:5]([CH2:33][O:34][CH3:35])([C@H:6]([OH:32])[CH2:7][C@@H:8]4[O:30][CH3:31])[CH2:4]1 |f:3.4|. Procedure details: 1/ 32 mg of Aconine was obtained in the same manner as in Example 94-2), except for the use of 70 mg of aconitine as a substitute for 3,13-dideoxy-14-O-anisoylaconine in Example 94-2). Aconine 45 mg was dissolved in a mixture of 5 ml of pyridine and 1 ml of methylene chloride. To this solution, 18 ∥l of p-anisoyl chloride was added under the condition of -70° C. The reaction mixture was stirred under the rising temperature from -70° C. to -5° C., which was Look 2 hours. Then, to the reaction mix... The reactants are C1=C(C=CC=2C3=CC=C(C=C3C=CC12)O)O (Phenanthren-2,7-diol), [H][H] (hydrogen), S(O)(O)(=O)=O (sulfuric acid). The reagents and catalysts are [C].[Pd] (palladium-carbon), [O-2].[O-2].[O-2].[Cr+6] (chromium trioxide). The solvent is O (water). Product: C1C(CCC2=C3CCC(CC3=CC=C12)=O)=O (1,3,4,5,6,8-hexahydrophenanthren-2,7-dione). RXN SMILES: [CH:1]1[C:14]2[CH:13]=[CH:12][C:11]3[C:6](=[CH:7][CH:8]=[C:9]([OH:15])[CH:10]=3)[C:5]=2[CH:4]=[CH:3][C:2]=1[OH:16].[H][H].S(=O)(=O)(O)O>[C].[Pd].[O-2].[O-2].[O-2].[Cr+6].O>[CH2:10]1[C:11]2[C:6](=[C:5]3[C:14](=[CH:13][CH:12]=2)[CH2:1][C:2](=[O:16])[CH2:3][CH2:4]3)[CH2:7][CH2:8][C:9]1=[O:15] |f:3.4,5.6.7.8|. Reported procedure: Phenanthren-2,7-diol was reduced with hydrogen in the presence of a 5% palladium-carbon (wet) catalyst, and then oxidized using a mixture of chromium trioxide, sulfuric acid and water to yield 1,3,4,5,6,8-hexahydrophenanthren-2,7-dione. One of the carbonyl groups of this compound was protected with an ethylene glycol, and the compound was then reacted with propylmagnesium bromide, dehydrated in the presence of an acid catalyst, and the partially deprotected group reformed to yield 7-propyl-3, 4,... Reactants: C(C)OC1=CC=C(\C=C/2\C(NC(S2)=O)=O)C=C1 ((Z)-5-(4-ethoxybenzylidene)thiazolidine-2,4-dione), C(CO)O (ethane-1,2-diol), C1(=CC=CC=C1)P(C1=CC=CC=C1)C1=CC=CC=C1 (triphenylphosphine), CC(C)OC(=O)/N=N/C(=O)OC(C)C (DIAD). Yields the product C(C)OC1=CC=C(\C=C/2\C(N(C(S2)=O)CCO)=O)C=C1 ((Z)-5-(4-ethoxybenzylidene)-3-(2-hydroxyethyl)thiazolidine-2,4-dione). RXN SMILES: [CH2:1]([O:3][C:4]1[CH:17]=[CH:16][C:7](/[CH:8]=[C:9]2/[C:10](=[O:15])[NH:11][C:12](=[O:14])[S:13]/2)=[CH:6][CH:5]=1)[CH3:2].[CH2:18](O)[CH2:19][OH:20].C1(P(C2C=CC=CC=2)C2C=CC=CC=2)C=CC=CC=1.CC(OC(/N=N/C(OC(C)C)=O)=O)C>>[CH2:1]([O:3][C:4]1[CH:17]=[CH:16][C:7](/[CH:8]=[C:9]2/[C:10](=[O:15])[N:11]([CH2:18][CH2:19][OH:20])[C:12](=[O:14])[S:13]/2)=[CH:6][CH:5]=1)[CH3:2]. Reported procedure: The title compound 28e was prepared from compound 2 (249 mg, 1.00 mmol), ethane-1,2-diol (111 μL, 2.00 mmol), triphenylphosphine (524 mg, 2.00 mmmol) and DIAD (394 μL, 2.00 mmol) in a manner similar to that described for 9 in 95.2% (279 mg) yield as a white solid.